Dataset: the Open Reaction Database (ORD), a public repository of structured organic reaction records. Task: describe an organic reaction: reactants, conditions, products, and yield Reactants: C([O-])(O)=O.[Na+] (sodium bicarbonate), IC (Iodomethane), C(C(=O)O)(=O)O.COC=1C=C(C=CC1OC)C[C@]1(NCCC2=CC(=C(C=C12)OC)OC)CCC(=O)OC ((1R)-1-[(3,4-dimethoxyphenyl)methyl]-1,2,3,4-tetrahydro-6,7-dimethoxy-2-methoxycarbonylethylisoquinoline oxalate), ClCCl (Dichloromethane). Solvent: O (water), C(C)OCC (diethyl ether). Conditions: time 15 minute. The product is [I-].COC=1C=C(C=CC1OC)C[C@]1([NH+](CCC2=CC(=C(C=C12)OC)OC)C)CCC(=O)OC ((1R)-1-[(3,4-dimethoxyphenyl)methyl]-1,2,3,4-tetrahydro-6,7-dimethoxy-2-methyl-2-methoxycarbonylethyl-isoquinolinium iodide). The yield is 76.5%. As a reaction SMILES: [C:1](O)(=O)C(O)=O.[CH3:7][O:8][C:9]1[CH:10]=[C:11]([CH2:17][C@:18]2([CH2:32][CH2:33][C:34]([O:36][CH3:37])=[O:35])[C:27]3[C:22](=[CH:23][C:24]([O:30][CH3:31])=[C:25]([O:28][CH3:29])[CH:26]=3)[CH2:21][CH2:20][NH:19]2)[CH:12]=[CH:13][C:14]=1[O:15][CH3:16].C(=O)(O)[O-].[Na+].ClCCl.[I:46]C>O.C(OCC)C>[I-:46].[CH3:7][O:8][C:9]1[CH:10]=[C:11]([CH2:17][C@:18]2([CH2:32][CH2:33][C:34]([O:36][CH3:37])=[O:35])[C:27]3[C:22](=[CH:23][C:24]([O:30][CH3:31])=[C:25]([O:28][CH3:29])[CH:26]=3)[CH2:21][CH2:20][NH+:19]2[CH3:1])[CH:12]=[CH:13][C:14]=1[O:15][CH3:16] |f:0.1,2.3,8.9|. Procedure details: (1R)-1-[(3,4-dimethoxyphenyl)methyl]-1,2,3,4-tetrahydro-6,7-dimethoxy-2-methoxycarbonylethylisoquinoline oxalate (7.0 g, 0.0135 moles) was dissolved in water (50 ml) and aqueous sodium bicarbonate solution was added to produce a pH in the range of 9-10. Dichloromethane (100 ml) was added and the mixture was stirred for 15 minutes at that temperature. The upper organic layer was separated and the aqueous layer was extracted three times with dichloromethane (3×100 ml). The combined organic layer w... Reactants: CCO, Cl, CCOC(=O)COc1ccc(-c2cnc(N)c(-c3nc4ccccc4s3)c2)cc1, [Na+], [OH-]. Product: Nc1ncc(-c2ccc(OCC(=O)O)cc2)cc1-c1nc2ccccc2s1. Reaction SMILES: [CH3:33][CH2:34][OH:35].[ClH:32].[NH2:1][c:2]1[c:3](-[c:21]2[s:22][c:23]3[c:24]([n:25]2)[cH:26][cH:27][cH:28][cH:29]3)[cH:4][c:5](-[c:8]2[cH:9][cH:10][c:11]([O:12][CH2:13][C:14](=[O:15])[O:16][CH2:17][CH3:18])[cH:19][cH:20]2)[cH:6][n:7]1.[Na+:31].[OH-:30]>>[NH2:1][c:2]1[c:3](-[c:21]2[s:22][c:23]3[c:24]([n:25]2)[cH:26][cH:27][cH:28][cH:29]3)[cH:4][c:5](-[c:8]2[cH:9][cH:10][c:11]([O:12][CH2:13][C:14](=[O:15])[OH:16])[cH:19][cH:20]2)[cH:6][n:7]1. The reactants are C[Mg]I (methylmagnesium iodide), C(=C\CCC)/[C@@H]1CC[C@H](CC1)C1=CC=C(C#N)C=C1 (p-[trans-4-(trans-1-pentenyl)cyclohexyl]benzonitrile), C(C)OCC (diethyl ether), C1(=CC=CC=C1)C (toluene). The product is C(=C\CCC)/[C@@H]1CC[C@H](CC1)C1=CC=C(C=C1)C(C)=O (p-[trans-4-(trans-1-pentenyl)cyclohexyl]acetophenone). Isolated yield 132.1%. RXN SMILES: C[Mg]I.[CH:4](/[C@H:9]1[CH2:14][CH2:13][C@H:12]([C:15]2[CH:22]=[CH:21][C:18](C#N)=[CH:17][CH:16]=2)[CH2:11][CH2:10]1)=[CH:5]\[CH2:6][CH2:7][CH3:8].C1(C)C=CC=CC=1.C([O:32][CH2:33][CH3:34])C>>[CH:4](/[C@H:9]1[CH2:10][CH2:11][C@H:12]([C:15]2[CH:16]=[CH:17][C:18]([C:33](=[O:32])[CH3:34])=[CH:21][CH:22]=2)[CH2:13][CH2:14]1)=[CH:5]\[CH2:6][CH2:7][CH3:8]. Procedure details: A solution of methylmagnesium iodide in diethyl ether (prepared from 384 mg of magnesium shavings and 0.984 ml of methyl iodide in 30 ml of diethyl ether) was treated dropwise at room temperature with a solution of 2.0 g of p-[trans-4-(trans-1-pentenyl)cyclohexyl]benzonitrile. The mixture was heated to reflux for 15 minutes. 30 ml of toluene were subsequently added to the mixture, the diethyl ether was distilled off and the resulting mixture was heated to reflux for a further 1.5 hours. The mixt... Reactants: CCOC(=O)C(C)Br, CC[O-], CS(C)=O, CCO, [Na+], [Na], O, Oc1ncn(-c2ccc(OC(F)(F)F)cc2)n1. The product is CCOC(=O)C(C)Oc1ncn(-c2ccc(OC(F)(F)F)cc2)n1. As a reaction SMILES: [Br:23][CH:24]([C:25](=[O:26])[O:27][CH2:28][CH3:29])[CH3:30].[CH3:19][CH2:20][O-:21].[CH3:31][S:32]([CH3:33])=[O:34].[CH3:36][CH2:37][OH:38].[Na+:18].[Na:22].[OH2:35].[OH:1][c:2]1[n:3][n:4](-[c:7]2[cH:8][cH:9][c:10]([O:13][C:14]([F:15])([F:16])[F:17])[cH:11][cH:12]2)[cH:5][n:6]1>>[O:1]([c:2]1[n:3][n:4](-[c:7]2[cH:8][cH:9][c:10]([O:13][C:14]([F:15])([F:16])[F:17])[cH:11][cH:12]2)[cH:5][n:6]1)[CH:24]([C:25](=[O:26])[O:27][CH2:28][CH3:29])[CH3:30]. The reactants are [BH3-]C#N, CC(N)C(=O)N1C(C(=O)O)CC2CCCCC21, [Na+], CCOC(=O)C(=O)COc1ccccc1, O=C(O)C(=O)COc1ccccc1. The product is CCOC(=O)C(COc1ccccc1)NC(C)C(=O)N1C(C(=O)O)CC2CCCCC21. RXN SMILES: [C:46]([BH3-:47])#[N:48].[NH2:1][CH:2]([CH3:3])[C:4](=[O:5])[N:6]1[CH:7]([C:15](=[O:16])[OH:17])[CH2:8][CH:9]2[CH2:10][CH2:11][CH2:12][CH2:13][CH:14]12.[Na+:49].[O:18]([c:19]1[cH:20][cH:21][cH:22][cH:23][cH:24]1)[CH2:25][C:26]([C:27](=[O:28])[O:29][CH2:30][CH3:31])=[O:32].[O:33]([CH2:34][C:35](=[O:36])[C:37]([OH:38])=[O:39])[c:40]1[cH:41][cH:42][cH:43][cH:44][cH:45]1>>[NH:1]([CH:2]([CH3:3])[C:4](=[O:5])[N:6]1[CH:7]([C:15](=[O:16])[OH:17])[CH2:8][CH:9]2[CH2:10][CH2:11][CH2:12][CH2:13][CH:14]12)[CH:26]([CH2:25][O:18][c:19]1[cH:20][cH:21][cH:22][cH:23][cH:24]1)[C:27](=[O:28])[O:29][CH2:30][CH3:31]. Starting materials: Cc1cc(Cl)ccc1NC(=O)Nc1cn(Cc2ccc(C(F)(F)F)cc2)c(C(=O)OCCOC(=O)CBr)n1, C1COCCN1, CS(C)=O, COCCOC, [I-], [Na+]. The product is Cc1cc(Cl)ccc1NC(=O)Nc1cn(Cc2ccc(C(F)(F)F)cc2)c(C(=O)OCCOC(=O)CN2CCOCC2)n1. As a reaction SMILES: [Br:1][CH2:2][C:3](=[O:4])[O:5][CH2:6][CH2:7][O:8][C:9](=[O:10])[c:11]1[n:12]([CH2:28][c:29]2[cH:30][cH:31][c:32]([C:35]([F:36])([F:37])[F:38])[cH:33][cH:34]2)[cH:13][c:14]([NH:16][C:17](=[O:18])[NH:19][c:20]2[c:21]([CH3:27])[cH:22][c:23]([Cl:26])[cH:24][cH:25]2)[n:15]1.[CH2:41]1[CH2:42][O:43][CH2:44][CH2:45][NH:46]1.[CH3:47][S:48]([CH3:49])=[O:50].[CH3:51][O:52][CH2:53][CH2:54][O:55][CH3:56].[I-:40].[Na+:39]>>[CH2:2]([C:3](=[O:4])[O:5][CH2:6][CH2:7][O:8][C:9](=[O:10])[c:11]1[n:12]([CH2:28][c:29]2[cH:30][cH:31][c:32]([C:35]([F:36])([F:37])[F:38])[cH:33][cH:34]2)[cH:13][c:14]([NH:16][C:17](=[O:18])[NH:19][c:20]2[c:21]([CH3:27])[cH:22][c:23]([Cl:26])[cH:24][cH:25]2)[n:15]1)[N:46]1[CH2:41][CH2:42][O:43][CH2:44][CH2:45]1.